This data is from the Open Reaction Database (ORD), a public repository of structured organic reaction records. The task is: describe an organic reaction: reactants, conditions, products, and yield Reactants: IC=1C(=NC=C(C(=O)NC=2C=NC=CC2)C1)OCC(F)(F)F (5-iodo-N-(pyridin-3-yl)-6-(2,2,2-trifluoroethoxy)nicotinamide), C1(=CCCC1)B1OC(C(O1)(C)C)(C)C (2-(1-cyclopenten-1-yl)-4,4,5,5-tetramethyl-1,3,2-dioxaborolane). Yields the product C1(=CCCC1)C=1C(=NC=C(C(=O)NC=2C=NC=CC2)C1)OCC(F)(F)F (5-cyclopent-1-enyl-N-pyridin-3-yl-6-(2,2,2-trifluoro-ethoxy)-nicotinamide). Reaction SMILES: I[C:2]1[C:3]([O:17][CH2:18][C:19]([F:22])([F:21])[F:20])=[N:4][CH:5]=[C:6]([CH:16]=1)[C:7]([NH:9][C:10]1[CH:11]=[N:12][CH:13]=[CH:14][CH:15]=1)=[O:8].[C:23]1(B2OC(C)(C)C(C)(C)O2)[CH2:27][CH2:26][CH2:25][CH:24]=1>>[C:23]1([C:2]2[C:3]([O:17][CH2:18][C:19]([F:22])([F:21])[F:20])=[N:4][CH:5]=[C:6]([CH:16]=2)[C:7]([NH:9][C:10]2[CH:11]=[N:12][CH:13]=[CH:14][CH:15]=2)=[O:8])[CH2:27][CH2:26][CH2:25][CH:24]=1. Procedure details: The title compound was synthesized in analogy to Example 1c using 5-iodo-N-(pyridin-3-yl)-6-(2,2,2-trifluoroethoxy)nicotinamide (Example 1b) and 2-(1-cyclopenten-1-yl)-4,4,5,5-tetramethyl-1,3,2-dioxaborolane (CAN 287944-10-9) as starting materials; MS (ESI) 364.4 (M+H)+. Starting materials: C(C1=CC=CC=C1)SC(CNC(OCCCC)=O)CN1CCSCC1 (butyl [2-(benzylthio)-3-thiomorpholinopropyl]carbamate), C(C)(=O)OCC (ethyl acetate), C(C)(=O)OCC.Cl (hydrogen chloride-ethyl acetate). Run in CO (methanol). Reaction conditions: time 4 hour. Yields the product C(C1=CC=CC=C1)SC(CN)CN1CCSCC1 (2-(benzylthio)-3-thiomorpholinopropan-1-amine). Isolated yield 90.9%. RXN SMILES: [CH2:1]([S:8][CH:9]([CH2:19][N:20]1[CH2:25][CH2:24][S:23][CH2:22][CH2:21]1)[CH2:10][NH:11]C(=O)OCCCC)[C:2]1[CH:7]=[CH:6][CH:5]=[CH:4][CH:3]=1.C(OCC)(=O)C.C(OCC)(=O)C.Cl>CO>[CH2:1]([S:8][CH:9]([CH2:19][N:20]1[CH2:21][CH2:22][S:23][CH2:24][CH2:25]1)[CH2:10][NH2:11])[C:2]1[CH:7]=[CH:6][CH:5]=[CH:4][CH:3]=1 |f:2.3|. Procedure: To a solution of tent-butyl [2-(benzylthio)-3-thiomorpholinopropyl]carbamate (21.46 g) in a mixed solvent of ethyl acetate (60 mL) and methanol (60 mL) was added hydrogen chloride-ethyl acetate solution (120 mL) at 0° C., and the mixture was stirred at room temperature for 4 hr. The reaction solution was concentrated, and the residue was partitioned between ethyl acetate and saturated aqueous potassium carbonate solution. The organic layer was washed with saturated brine, and dried over sodium s... The reactants are CCc1c(C#N)oc2ccc(Br)cc12, CCO, [K+], [OH-], O. Product: CCc1c(C(=O)O)oc2ccc(Br)cc12. RXN SMILES: [Br:1][c:2]1[cH:3][cH:4][c:5]2[c:6]([c:7]([CH2:12][CH3:13])[c:8]([C:10]#[N:11])[o:9]2)[cH:14]1.[CH3:18][CH2:19][OH:20].[K+:16].[OH-:15].[OH2:17]>>[Br:1][c:2]1[cH:3][cH:4][c:5]2[c:6]([c:7]([CH2:12][CH3:13])[c:8]([C:10](=[O:15])[OH:17])[o:9]2)[cH:14]1. The reactants are CCOC(=O)c1nn(C)c2c1CCc1cnc(Nc3ccccn3)nc1-2, CO, [NH4+], [OH-]. Yields the product Cn1nc(C(N)=O)c2c1-c1nc(Nc3ccccn3)ncc1CC2. RXN SMILES: [CH3:1][n:2]1[n:3][c:4]([C:22]([O:24][CH2:23][CH3:25])=[O:26])[c:5]2[c:14]1-[c:13]1[c:8]([cH:9][n:10][c:11]([NH:15][c:16]3[n:17][cH:18][cH:19][cH:20][cH:21]3)[n:12]1)[CH2:7][CH2:6]2.[CH3:29][OH:30].[NH4+:27].[OH-:28]>>[CH3:1][n:2]1[n:3][c:4]([C:22](=[O:24])[NH2:27])[c:5]2[c:14]1-[c:13]1[c:8]([cH:9][n:10][c:11]([NH:15][c:16]3[n:17][cH:18][cH:19][cH:20][cH:21]3)[n:12]1)[CH2:7][CH2:6]2. The reactants are Cl.CN1SC=CC1=O (2-methyl-4-isothiazolin-3-one hydrochloride), ClCl (chlorine). Run in C(C)(=O)OCC (ethyl acetate). Conditions: time 0.5 hour. The product is ClC=1C(N(SC1Cl)C)=O (4,5-dichloro-2-methyl-4-isothiazolin-3-one). Reaction SMILES: [ClH:1].[CH3:2][N:3]1[C:7](=[O:8])[CH:6]=[CH:5][S:4]1.[Cl:9]Cl>C(OCC)(=O)C>[Cl:1][C:6]1[C:7](=[O:8])[N:3]([CH3:2])[S:4][C:5]=1[Cl:9] |f:0.1|. Reported procedure: To a suspension of 30.3 g (0.2 mole) of pure and dry 2-methyl-4-isothiazolin-3-one hydrochloride in 200 ml. of ethyl acetate is added over 1 hour, 71 g (1 mole) of chlorine. The reaction exotherms to 55° C. in 1/2 hour and all solid is dissolved after about 3/4 hour. The solution is degassed and evaporated under reduced pressure to give a cream color mush. The mush is shown by TLC (silica/toluene) to contain two major components. Crystallization of the mush from methanol gives 16.8 g of 4,5-dich... Starting materials: NC1=C(C(=O)O)C=CC=C1C (2-amino-3-methylbenzoic acid), ClCCCBr (1-chloro-3-bromopropane), N1CCCC1 (pyrrolidine), CN (methylamine), C(C1=CC=C(C=C1)OC)=O (4-anisaldehyde). Product: CN1C(=NC2=C(C=CC=C2C1=O)C)C1=CC=C(C=C1)OCCCN1CCCC1 (3,8-Dimethyl-2-[4-(3-pyrrolidin-1-ylpropoxy)phenyl]-4(3H)-quinazolinone). As a reaction SMILES: [NH2:1][C:2]1[C:10]([CH3:11])=[CH:9][CH:8]=[CH:7][C:3]=1[C:4]([OH:6])=O.[CH3:12][NH2:13].[CH:14](=O)[C:15]1[CH:20]=[CH:19][C:18]([O:21][CH3:22])=[CH:17][CH:16]=1.Cl[CH2:25][CH2:26][CH2:27]Br.[NH:29]1[CH2:33]C[CH2:31][CH2:30]1>>[CH3:12][N:13]1[C:4](=[O:6])[C:3]2[C:2](=[C:10]([CH3:11])[CH:9]=[CH:8][CH:7]=2)[N:1]=[C:14]1[C:15]1[CH:20]=[CH:19][C:18]([O:21][CH2:22][CH2:31][CH2:30][N:29]2[CH2:33][CH2:27][CH2:26][CH2:25]2)=[CH:17][CH:16]=1. Reported procedure: The entitled compound was obtained according to the method of Example 1 but starting from 2-amino-3-methylbenzoic acid, methylamine, 4-anisaldehyde, 1-chloro-3-bromopropane and pyrrolidine. Starting materials: BrC1=C(C=CC=C1)C (2-bromotoluene), C(CCC)NCCCC (dibutylamine), C(C)(C)(C)P(C(C)(C)C)C(C)(C)C (tri-t-butylphosphine). The reagents and catalysts are CC(=O)[O-].CC(=O)[O-].[Pd+2] (Pd(OAc)2). The solvent is C1(=CC=CC=C1)C (toluene). Reaction conditions: time 6 hour. The product is C(CCC)N(C=1C(=CC=CC1)C)CCCC (N,N-dibutyl-o-toluidine). The yield is 82.5%. As a reaction SMILES: Br[C:2]1[CH:7]=[CH:6][CH:5]=[CH:4][C:3]=1[CH3:8].[CH2:9]([NH:13][CH2:14][CH2:15][CH2:16][CH3:17])[CH2:10][CH2:11][CH3:12].C(P(C(C)(C)C)C(C)(C)C)(C)(C)C>C1(C)C=CC=CC=1.CC([O-])=O.CC([O-])=O.[Pd+2]>[CH2:9]([N:13]([CH2:14][CH2:15][CH2:16][CH3:17])[C:2]1[C:3]([CH3:8])=[CH:4][CH:5]=[CH:6][CH:7]=1)[CH2:10][CH2:11][CH3:12] |f:4.5.6|. Reported procedure: The above general procedure was followed using 2-bromotoluene (171 mg, 1.00 mmol) and dibutylamine (129 mg, 1.00 mmol) with 2 mol % Pd(OAc)2 and 1.6 mol % tri-t-butylphosphine in 1.0 mL of toluene. After 6 hours, the reaction mixture was adsorbed onto silica gel and chromatographed with 2% ethyl acetate/hexanes to give 181 mg (83%) of N,N-dibutyl-o-toluidine. 1H NMR (500 MHz, CDCl3) δ 7.18 (t, J=7.8 Hz, 1H), 7.13 (d, J=7.8 Hz, 1H), 7.08 (d, J=7.8 Hz, 1H), 6.97 (t, J=7.8 Hz, 1H), 2.91 (t, J=7.5 H... The reactants are [Li]CCCC (n-BuLi), C[C@H](CC=1SC=CC1)CC ((S)-2-(2-methylbutyl)thiophene), C[Sn](C)(C)Cl (trimethylstannyl chloride). Solvent: C1CCOC1 (THF). Reaction conditions: temperature -78 celsius, time 10 minute. The product is C[C@H](CC=1SC(=CC1)[Sn](C)(C)C)CC ((S)-2-(2-methylbutyl)-5-trimethylstannylthiophene). RXN SMILES: [CH3:1][C@@H:2]([CH2:9][CH3:10])[CH2:3][C:4]1[S:5][CH:6]=[CH:7][CH:8]=1.[Li]CCCC.[CH3:16][Sn:17](Cl)([CH3:19])[CH3:18]>C1COCC1>[CH3:1][C@@H:2]([CH2:9][CH3:10])[CH2:3][C:4]1[S:5][C:6]([Sn:17]([CH3:19])([CH3:18])[CH3:16])=[CH:7][CH:8]=1. Procedure: A solution of (S)-2-(2-methylbutyl)thiophene (4.27 g, 27.7 mmol) in dry THF (100 mL) was cooled to −78° C., and a solution of n-BuLi (2.5 M, 16.6 mL, 41.5 mmol) was then added slowly. This mixture was stirred at −78° C. for additional 10 minutes, and then allowed to warm to room temperature and stirred at room temperature for 30 minutes, before it was cooled back to −78° C. A solution of trimethylstannyl chloride (1.0 M, 43 mL, 43.0 mmol) was added slowly. This mixture was stirred at −78° C. for... Reactants: BrC=1SC=C(N1)C(F)(F)F (2-bromo4-trifluoromethylthiazole), C(C)(C)(C)OC(N[C@H]1CN(CC1)C1=NC=CC=C1C(F)(F)F)=O ([(R)-1-(3-Trifluoromethylpyridin-2-yl)pyrrolidin-3-yl]-carbamic acid tert-butyl ester), FC(C=1C(=NC=CC1)N1C[C@@H](CC1)N)(F)F ((R)-1-(3-Trifluoromethylpyridin-2-yl)pyrrolidin-3-ylamine). Product: FC(C=1N=C(SC1)N1C[C@@H](CC1)N)(F)F ((R)-1-(4-Trifluoromethylthiazol-2-yl)pyrrolidin-3-ylamine). Reaction SMILES: Br[C:2]1[S:3][CH:4]=[C:5]([C:7]([F:10])([F:9])[F:8])[N:6]=1.C(OC(=O)[NH:17][C@@H:18]1[CH2:22][CH2:21][N:20](C2C(C(F)(F)F)=CC=CN=2)[CH2:19]1)(C)(C)C.FC(F)(F)C1C(N2CC[C@@H](N)C2)=NC=CC=1>>[F:8][C:7]([F:10])([F:9])[C:5]1[N:6]=[C:2]([N:20]2[CH2:21][CH2:22][C@@H:18]([NH2:17])[CH2:19]2)[S:3][CH:4]=1. Procedure details: Prepared from 2-bromo4-trifluoromethylthiazole (J. A. Edwards Ger. Offen., 2252070, 1973) in a manner similar to that described in D1 and D2. The reactants are NC[C@H]1N(CCC[C@H]1C)C(=O)C1=C(C=C(C(=C1)F)F)C1=NC=CC=N1 (((2S,3R)-2-(aminomethyl)-3-methylpiperidin-1-yl)(4,5-difluoro-2-(pyrimidin-2-yl)phenyl)methanone), ClC1=NC=C(C=N1)C(F)(F)F (2-chloro-5-(trifluoromethyl)pyrimidine). Yields the product FC1=CC(=C(C=C1F)C(=O)N1[C@@H]([C@@H](CCC1)C)CNC1=NC=C(C=N1)C(F)(F)F)C1=NC=CC=N1 ((4,5-Difluoro-2-(pyrimidin-2-yl)phenyl)((2S,3R)-3-methyl-2-(((5-(trifluoromethyl)pyrimidin-2-yl)amino)methyl)piperidin-1-yl)methanone). RXN SMILES: [NH2:1][CH2:2][C@@H:3]1[C@H:8]([CH3:9])[CH2:7][CH2:6][CH2:5][N:4]1[C:10]([C:12]1[CH:17]=[C:16]([F:18])[C:15]([F:19])=[CH:14][C:13]=1[C:20]1[N:25]=[CH:24][CH:23]=[CH:22][N:21]=1)=[O:11].Cl[C:27]1[N:32]=[CH:31][C:30]([C:33]([F:36])([F:35])[F:34])=[CH:29][N:28]=1>>[F:19][C:15]1[C:16]([F:18])=[CH:17][C:12]([C:10]([N:4]2[CH2:5][CH2:6][CH2:7][C@@H:8]([CH3:9])[C@H:3]2[CH2:2][NH:1][C:27]2[N:32]=[CH:31][C:30]([C:33]([F:36])([F:35])[F:34])=[CH:29][N:28]=2)=[O:11])=[C:13]([C:20]2[N:21]=[CH:22][CH:23]=[CH:24][N:25]=2)[CH:14]=1. Reported procedure: The title compound was prepared following the same general protocol as described for Example A1 using ((2S,3R)-2-(aminomethyl)-3-methylpiperidin-1-yl)(4,5-difluoro-2-(pyrimidin-2-yl)phenyl)methanone and 2-chloro-5-(trifluoromethyl)pyrimidine. ESI-MS (m/z): 493 [M+1]+. 1H NMR (500 MHz, DMSO-d6) δ 8.95-6.75 (m, 8H), 4.95-2.85 (m, 5H), 1.95-0.65 (m, 8H).